This data is from the Open Reaction Database (ORD), a public repository of structured organic reaction records. The task is: describe an organic reaction: reactants, conditions, products, and yield Solvent: CN(C=O)C (dimethylformamide). Reactants: A3, N1=C(NC2=C1C=CC=C2)CC#N (2-benzimidazoleacetonitrile), P(=S)(SCC)(OCC)[O-] (diethyl dithiophosphate). Yields the product N1=C(NC2=C1C=CC=C2)CC(=S)N (Benzimidazol-2-ylthioacetamide). Reported procedure: Using the procedure of Preparation A3, 2.0 g of 2-benzimidazoleacetonitrile and 2.3 ml of diethyl dithiophosphate in 10 ml of dimethylformamide gave 150 mg of the titled compound. As a reaction SMILES: [N:1]1[C:5]2[CH:6]=[CH:7][CH:8]=[CH:9][C:4]=2[NH:3][C:2]=1[CH2:10][C:11]#[N:12].P([O-])(OCC)(SCC)=[S:14]>CN(C)C=O>[N:1]1[C:5]2[CH:6]=[CH:7][CH:8]=[CH:9][C:4]=2[NH:3][C:2]=1[CH2:10][C:11]([NH2:12])=[S:14].